Dataset: the Open Reaction Database (ORD), a public repository of structured organic reaction records. Task: describe an organic reaction: reactants, conditions, products, and yield Starting materials: OC1=CC=C(C(=O)OCC)C=C1 (Ethyl 4-hydroxybenzoate), C(C(C)=C)Cl (methallyl chloride), C([O-])([O-])=O.[K+].[K+] (potassium carbonate), Cl (hydrochloric acid), [H][H] (hydrogen), C([O-])([O-])=O.[K+].[K+] (potassium carbonate), FC1=CC=C(CBr)C=C1 (4-fluorobenzyl bromide). The yield is 78.6%. Product: FC1=CC=C(COC2=C(C=C(C(=O)O)C=C2)CC(C)C)C=C1 (4-(4-fluorobenzyloxy)-3-isobutylbenzoic acid). Reaction SMILES: [OH:1][C:2]1[CH:12]=[CH:11][C:5]([C:6]([O:8]CC)=[O:7])=[CH:4][CH:3]=1.[CH2:13](Cl)[C:14](=[CH2:16])[CH3:15].C(=O)([O-])[O-].[K+].[K+].Cl.[H][H].[F:27][C:28]1[CH:35]=[CH:34][C:31]([CH2:32]Br)=[CH:30][CH:29]=1>CC(C)=O.CN(C)C1C=CC=CC=1.C(O)C.[Pd].O>[F:27][C:28]1[CH:35]=[CH:34][C:31]([CH2:32][O:1][C:2]2[CH:3]=[CH:4][C:5]([C:6]([OH:8])=[O:7])=[CH:11][C:12]=2[CH2:13][CH:14]([CH3:16])[CH3:15])=[CH:30][CH:29]=1 |f:2.3.4|. Reagents/catalysts: [Pd] (palladium-charcoal). Reported procedure: Ethyl 4-hydroxybenzoate (50.0 g), methallyl chloride (32.6 g), and potassium carbonate (45.6 g) were refluxed in acetone (150 ml) with stirring for 40 hours. The reaction mixture was filtered, and then the filtrate was concentrated under a vacuum. The residue, with toluene (150 ml) added thereto, was washed with 2% sodium hydroxide aqueous solution and water successively, dried over sodium sulfate anhydride, and then concentrated under a vacuum to yield an oil. The oil was dissolved in N,N-dimet... Run in C(C)O (ethanol), CC(=O)C (acetone), O (water), CC(=O)C (acetone), CN(C1=CC=CC=C1)C (N,N-dimethylaniline). Reaction conditions: time 40 hour. Reactants: CCOC(C)=O, CO, N#Cc1ccc(NC2CCCCC2)c([N+](=O)[O-])c1. Product: N#Cc1ccc(NC2CCCCC2)c(N)c1. RXN SMILES: [CH3:19][CH2:20][O:21][C:22](=[O:23])[CH3:24].[CH3:25][OH:26].[CH:1]1([NH:7][c:8]2[c:9]([N+:16]([O-:17])=[O:18])[cH:10][c:11]([C:12]#[N:13])[cH:14][cH:15]2)[CH2:2][CH2:3][CH2:4][CH2:5][CH2:6]1>>[CH:1]1([NH:7][c:8]2[c:9]([NH2:16])[cH:10][c:11]([C:12]#[N:13])[cH:14][cH:15]2)[CH2:2][CH2:3][CH2:4][CH2:5][CH2:6]1. The reactants are CO, [Cl-], Cl, Cc1ccc(-n2c(CF)nc3ccc([N+](=O)[O-])cc3c2=O)c(C)c1, O, O. The product is Cc1ccc(-n2c(CF)nc3ccc(N)cc3c2=O)c(C)c1. Reaction SMILES: [CH3:28][OH:29].[Cl-:27].[ClH:30].[F:1][CH2:2][c:3]1[n:4][c:5]2[cH:6][cH:7][c:8]([N+:22]([O-:23])=[O:24])[cH:9][c:10]2[c:11](=[O:21])[n:12]1-[c:13]1[c:14]([CH3:20])[cH:15][c:16]([CH3:19])[cH:17][cH:18]1.[OH2:25].[OH2:26]>>[F:1][CH2:2][c:3]1[n:4][c:5]2[cH:6][cH:7][c:8]([NH2:22])[cH:9][c:10]2[c:11](=[O:21])[n:12]1-[c:13]1[c:14]([CH3:20])[cH:15][c:16]([CH3:19])[cH:17][cH:18]1. Reported procedure: To a suspension of 150 mg (0.48 mmol) of 4-Bromo-6-methyl-pyridine-2-carboxylic acid (4-methyl-thiazol-2-yl)-amide, 71 mg (0.5 mmol, 1.05 equiv.) of 3-Fluorophenyl-boronic acid in 2 ml of dioxane were added 0.5 ml of 2M sodium carbonate solution and the mixture was purged with Argon for 10 min. Then 25 mg (0.096 mmol, 0.2 equiv.) of Triphenylphosphine and 10.8 mg (0.048 mmol, 0.1 equiv.) of Palladium acetate were added and the mixture was stirred under Argon atmosphere for 24 h at 90° C. The rea... Yield: 70.6%. RXN SMILES: [CH3:1][C:2]1[N:3]=[C:4]([NH:7][C:8]([C:10]2[CH:15]=[C:14](Br)[CH:13]=[C:12]([CH3:17])[N:11]=2)=[O:9])[S:5][CH:6]=1.[F:18][C:19]1[CH:20]=[C:21](B(O)O)[CH:22]=[CH:23][CH:24]=1.C(=O)([O-])[O-].[Na+].[Na+].C1(P(C2C=CC=CC=2)C2C=CC=CC=2)C=CC=CC=1>O1CCOCC1.C(OCC)(=O)C.C([O-])(=O)C.[Pd+2].C([O-])(=O)C>[CH3:1][C:2]1[N:3]=[C:4]([NH:7][C:8]([C:10]2[CH:15]=[C:14]([C:23]3[CH:22]=[CH:21][CH:20]=[C:19]([F:18])[CH:24]=3)[CH:13]=[C:12]([CH3:17])[N:11]=2)=[O:9])[S:5][CH:6]=1 |f:2.3.4,8.9.10|. Conditions: temperature 90 celsius, time 24 hour. Run in O1CCOCC1 (dioxane), C(C)(=O)OCC (ethyl acetate). The product is CC=1N=C(SC1)NC(=O)C1=NC(=CC(=C1)C1=CC(=CC=C1)F)C (4-(3-Fluoro-phenyl)-6-methyl-pyridine-2-carboxylic acid (4-methyl-thiazol-2-yl)-amide). The reagents and catalysts are C(C)(=O)[O-].[Pd+2].C(C)(=O)[O-] (Palladium acetate). Starting materials: C([O-])([O-])=O.[Na+].[Na+] (sodium carbonate), C1(=CC=CC=C1)P(C1=CC=CC=C1)C1=CC=CC=C1 (Triphenylphosphine), CC=1N=C(SC1)NC(=O)C1=NC(=CC(=C1)Br)C (4-Bromo-6-methyl-pyridine-2-carboxylic acid (4-methyl-thiazol-2-yl)-amide), FC=1C=C(C=CC1)B(O)O (3-Fluorophenyl-boronic acid). Starting materials: OC=1C2=C(N=CN1)C(=CC=N2)C(=O)N (4-hydroxypyrido[3,2-d]pyrimidine-8-carboxamide), N1(CCC1)C[C@H](C1=CC(=C(C=C1)F)C(F)(F)F)N ((S)-2-Azetidin-1-yl-1-(4-fluoro-3-trifluoromethyl-phenyl)-ethylamine). Product: N1(CCC1)C[C@H](C1=CC(=C(C=C1)F)C(F)(F)F)NC=1C2=C(N=CN1)C(=CC=N2)C(=O)N (4-[(S)-2-Azetidin-1-yl-1-(4-fluoro-3-trifluoromethyl-phenyl)-ethylamino]-pyrido[3,2-d]pyrimidine-8-carboxylic acid amide). RXN SMILES: O[C:2]1[C:3]2[N:11]=[CH:10][CH:9]=[C:8]([C:12]([NH2:14])=[O:13])[C:4]=2[N:5]=[CH:6][N:7]=1.[N:15]1([CH2:19][C@@H:20]([NH2:32])[C:21]2[CH:26]=[CH:25][C:24]([F:27])=[C:23]([C:28]([F:31])([F:30])[F:29])[CH:22]=2)[CH2:18][CH2:17][CH2:16]1>>[N:15]1([CH2:19][C@@H:20]([NH:32][C:2]2[C:3]3[N:11]=[CH:10][CH:9]=[C:8]([C:12]([NH2:14])=[O:13])[C:4]=3[N:5]=[CH:6][N:7]=2)[C:21]2[CH:26]=[CH:25][C:24]([F:27])=[C:23]([C:28]([F:29])([F:30])[F:31])[CH:22]=2)[CH2:18][CH2:17][CH2:16]1. Reported procedure: Compound 62 was prepared following general synthesis scheme 7 wherein 4-hydroxypyrido[3,2-d]pyrimidine-8-carboxamide (G) was reacted with (S)-2-Azetidin-1-yl-1-(4-fluoro-3-trifluoromethyl-phenyl)-ethylamine to give the title compound as a white solid. LC/MS [390 (M+H)].